From a dataset of the Open Reaction Database (ORD), a public repository of structured organic reaction records. describe an organic reaction: reactants, conditions, products, and yield Reactants: O (Water), [H-].[Na+] (Sodium hydride), C(C=C)OC1=CC=C(CO)C=C1 (4-allyloxybenzyl alcohol), COC(CCl)=O (methylchloroacetate). Run at time 0.5 hour. Reaction SMILES: [H-].[Na+].[CH2:3]([O:6][C:7]1[CH:14]=[CH:13][C:10]([CH2:11][OH:12])=[CH:9][CH:8]=1)[CH:4]=[CH2:5].C[O:16][C:17](=[O:20])[CH2:18]Cl.O>CN(C=O)C>[C:17]([O:20][O:12][CH2:11][C:10]1[CH:13]=[CH:14][C:7]([O:6][CH2:3][CH:4]=[CH2:5])=[CH:8][CH:9]=1)(=[O:16])[CH3:18] |f:0.1|. Solvent: CN(C)C=O (DMF). The yield is 38.9%. Procedure: Sodium hydride (1.20 g; 60% dispersion in oil) was added over a period of 10 minutes to a stirred solution of 4-allyloxybenzyl alcohol (4.60 g) in DHF (20 ml) at 0° C. under an atmosphere of argon. After 0.5 hours, a solution of methylchloroacetate (3.30 g) in DMF (10 ml) was added over a period of 0.25 hours. The reaction mixture was stirred for 40 hours at ambient temperature. Water (300 ml) was added and the mixture extracted with ethyl acetate (3×100 ml). The ethyl acetate extracts were comb... The product is C(C)(=O)OOCC1=CC=C(C=C1)OCC=C (4-allyloxyphenylmethyloxy acetate). Starting materials: COc1cc(C)c(NC(=O)c2cccnc2Cl)c(Br)n1, CCN, CCOC(C)=O, C1COCCO1. Yields the product CCN1c2ncccc2C(=O)Nc2c(C)cc(OC)nc21. As a reaction SMILES: [Br:1][c:2]1[n:3][c:4]([O:19][CH3:20])[cH:5][c:6]([CH3:18])[c:7]1[NH:8][C:9](=[O:10])[c:11]1[c:12]([Cl:17])[n:13][cH:14][cH:15][cH:16]1.[CH3:27][CH2:28][NH2:29].[CH3:30][CH2:31][O:32][C:33](=[O:34])[CH3:35].[O:21]1[CH2:22][CH2:23][O:24][CH2:25][CH2:26]1>>[c:2]12[n:3][c:4]([O:19][CH3:20])[cH:5][c:6]([CH3:18])[c:7]1[NH:8][C:9](=[O:10])[c:11]1[c:12]([n:13][cH:14][cH:15][cH:16]1)[N:29]2[CH2:28][CH3:27]. The reactants are CCc1ccc(Nc2c(C(=O)NOCC3COC(C)(C)O3)ccc(F)c2F)c(F)c1, CO, O, Cc1ccc(S(=O)(=O)O)cc1. Product: CCc1ccc(Nc2c(C(=O)NOCC(O)CO)ccc(F)c2F)c(F)c1. Reaction SMILES: [CH3:1][C:2]1([CH3:30])[O:3][CH2:4][CH:5]([CH2:7][O:8][NH:9][C:10]([c:11]2[c:12]([NH:19][c:20]3[c:21]([F:28])[cH:22][c:23]([CH2:26][CH3:27])[cH:24][cH:25]3)[c:13]([F:18])[c:14]([F:17])[cH:15][cH:16]2)=[O:29])[O:6]1.[CH3:42][OH:43].[OH2:44].[c:31]1([CH3:32])[cH:33][cH:34][c:35]([S:36]([OH:37])(=[O:38])=[O:39])[cH:40][cH:41]1>>[OH:3][CH2:4][CH:5]([OH:6])[CH2:7][O:8][NH:9][C:10]([c:11]1[c:12]([NH:19][c:20]2[c:21]([F:28])[cH:22][c:23]([CH2:26][CH3:27])[cH:24][cH:25]2)[c:13]([F:18])[c:14]([F:17])[cH:15][cH:16]1)=[O:29]. The reactants are II (iodine), COC1=CC=C(C=C1)C=1C=CC(=NC1C)C(=O)OCC1=CC=CC=C1 (Benzyl 5-(4-methoxyphenyl)-6-methylpyridine-2-carboxylate), II (iodine). Reagents/catalysts: S(=O)(=O)([O-])[O-].[Ag+2] (silver sulfate), S(=O)(=O)([O-])[O-].[Ag+2] (silver sulfate). Run in CO (methanol). The product is IC=1C=C(C=CC1OC)C=1C=CC(=NC1C)C(=O)OCC1=CC=CC=C1 (benzyl 5-(3-iodo-4-methoxyphenyl)-6-methylpyridine-2-carboxylate). As a reaction SMILES: [CH3:1][O:2][C:3]1[CH:8]=[CH:7][C:6]([C:9]2[CH:10]=[CH:11][C:12]([C:16]([O:18][CH2:19][C:20]3[CH:25]=[CH:24][CH:23]=[CH:22][CH:21]=3)=[O:17])=[N:13][C:14]=2[CH3:15])=[CH:5][CH:4]=1.[I:26]I>CO.S([O-])([O-])(=O)=O.[Ag+2]>[I:26][C:8]1[CH:7]=[C:6]([C:9]2[CH:10]=[CH:11][C:12]([C:16]([O:18][CH2:19][C:20]3[CH:25]=[CH:24][CH:23]=[CH:22][CH:21]=3)=[O:17])=[N:13][C:14]=2[CH3:15])[CH:5]=[CH:4][C:3]=1[O:2][CH3:1] |f:3.4|. Reported procedure: Benzyl 5-(4-methoxyphenyl)-6-methylpyridine-2-carboxylate (150 mg, 0.45 mmol), iodine (228 mg, 0.898 mmol), silver sulfate (402 mg, 1.29 mmol) were stirred in methanol (3 mL) at room temperature overnight. More iodine (57 mg, 0.22 mmol) and silver sulfate (100 mg, 0.32 mmol) were added into reaction mixture after 25 hours. Added aqueous NaHSO3 solution (sat., 20 mL) into the reaction mixture after additional 1.5 hours to quench the reaction. The reaction mixture was extracted with ethyl acetate....